Dataset: the Open Reaction Database (ORD), a public repository of structured organic reaction records. Task: describe an organic reaction: reactants, conditions, products, and yield The reactants are N1C(=NC2=C1C=CC=C2)C(=O)C2=CC=C(C=C2)O ((1H-benzo[d]imidazol-2-yl)(4-hydroxyphenyl)methanone), FC=1C(=NC=CN1)C1CCN(CC1)C(=O)OC (methyl 4-(3-fluoropyrazin-2-yl)piperidine-1-carboxylate), C([O-])([O-])=O.[Cs+].[Cs+] (cesium carbonate). Run in CS(=O)C (DMSO). Conditions: temperature 80 celsius. The product is N1C(=NC2=C1C=CC=C2)C(=O)C2=CC=C(OC=1C(=NC=CN1)C1CCN(CC1)C(=O)OC)C=C2 (methyl 4-(3-(4-(1H-benzo[d]imidazole-2-carbonyl)phenoxy)pyrazin-2-yl)piperidine-1-carboxylate). Reaction SMILES: [NH:1]1[C:5]2[CH:6]=[CH:7][CH:8]=[CH:9][C:4]=2[N:3]=[C:2]1[C:10]([C:12]1[CH:17]=[CH:16][C:15]([OH:18])=[CH:14][CH:13]=1)=[O:11].F[C:20]1[C:21]([CH:26]2[CH2:31][CH2:30][N:29]([C:32]([O:34][CH3:35])=[O:33])[CH2:28][CH2:27]2)=[N:22][CH:23]=[CH:24][N:25]=1.C(=O)([O-])[O-].[Cs+].[Cs+]>CS(C)=O>[NH:1]1[C:5]2[CH:6]=[CH:7][CH:8]=[CH:9][C:4]=2[N:3]=[C:2]1[C:10]([C:12]1[CH:17]=[CH:16][C:15]([O:18][C:20]2[C:21]([CH:26]3[CH2:27][CH2:28][N:29]([C:32]([O:34][CH3:35])=[O:33])[CH2:30][CH2:31]3)=[N:22][CH:23]=[CH:24][N:25]=2)=[CH:14][CH:13]=1)=[O:11] |f:2.3.4|. Procedure details: The mixture of (1H-benzo[d]imidazol-2-yl)(4-hydroxyphenyl)methanone (112 mg, 0.468 mmol), methyl 4-(3-fluoropyrazin-2-yl)piperidine-1-carboxylate (56 mg, 0.23 mmol), and cesium carbonate (153 mg, 0.468 mmol) in DMSO (0.8 mL) was heated at 80° C. for 20 h. The reaction mixture was partitioned between Teac and brine. The aqueous layer was back extracted with Teac (3×) and the combined organic layer was dried (Na2SO4) and concentrated. The crude material was purified by chromatography through a Red... The reactants are CCOC(C)=O, COc1ccc(Cn2cc(-c3ccncc3)c(-c3cccc([N+](=O)[O-])c3)n2)cc1, O=C(OO)c1cccc(Cl)c1, ClCCl. The product is COc1ccc(Cn2cc(-c3cc[n+]([O-])cc3)c(-c3cccc([N+](=O)[O-])c3)n2)cc1. RXN SMILES: [CH2:41]([O:42][C:43](=[O:44])[CH3:45])[CH3:46].[CH3:1][O:2][c:3]1[cH:4][cH:5][c:6]([CH2:7][n:8]2[n:9][c:10](-[c:19]3[cH:20][c:21]([N+:25](=[O:26])[O-:27])[cH:22][cH:23][cH:24]3)[c:11](-[c:13]3[cH:14][cH:15][n:16][cH:17][cH:18]3)[cH:12]2)[cH:28][cH:29]1.[Cl:30][c:31]1[cH:32][cH:33][cH:34][c:35]([C:36]([O:37][OH:39])=[O:38])[cH:40]1.[Cl:47][CH2:48][Cl:49]>>[CH3:1][O:2][c:3]1[cH:4][cH:5][c:6]([CH2:7][n:8]2[n:9][c:10](-[c:19]3[cH:20][c:21]([N+:25](=[O:26])[O-:27])[cH:22][cH:23][cH:24]3)[c:11](-[c:13]3[cH:14][cH:15][n+:16]([O-:38])[cH:17][cH:18]3)[cH:12]2)[cH:28][cH:29]1. The reactants are Nc1cccc(-c2c(Cc3ccccc3)cnc3c(C(F)(F)F)cccc23)c1, O=Cc1cccc(Oc2ccccc2)c1. Product: FC(F)(F)c1cccc2c(-c3cccc(NCc4cccc(Oc5ccccc5)c4)c3)c(Cc3ccccc3)cnc12. Reaction SMILES: [CH2:1]([c:2]1[cH:3][cH:4][cH:5][cH:6][cH:7]1)[c:8]1[cH:9][n:10][c:11]2[c:12]([C:25]([F:26])([F:27])[F:28])[cH:13][cH:14][cH:15][c:16]2[c:17]1-[c:18]1[cH:19][c:20]([NH2:24])[cH:21][cH:22][cH:23]1.[O:29]([c:30]1[cH:31][cH:32][cH:33][cH:34][cH:35]1)[c:36]1[cH:37][c:38]([CH:39]=[O:40])[cH:41][cH:42][cH:43]1>>[CH2:1]([c:2]1[cH:3][cH:4][cH:5][cH:6][cH:7]1)[c:8]1[cH:9][n:10][c:11]2[c:12]([C:25]([F:26])([F:27])[F:28])[cH:13][cH:14][cH:15][c:16]2[c:17]1-[c:18]1[cH:19][c:20]([NH:24][CH2:39][c:38]2[cH:37][c:36]([O:29][c:30]3[cH:31][cH:32][cH:33][cH:34][cH:35]3)[cH:43][cH:42][cH:41]2)[cH:21][cH:22][cH:23]1. Starting materials: OO (H2O2), C(#N)C1=CC(=C(C=C1)C=1N(C=CC1C1=CC=C(C=C1)OC)C(CC(=O)O)C)C (3-(2-(4-cyano-2-methylphenyl)-3-(4-methoxyphenyl)-1H-pyrrol-1-yl)butanoic acid), [OH-].[Na+] (NaOH). The solvent is O (water), CS(=O)C (DMSO). Run at time 2 hour. Yields the product C(N)(=O)C1=CC(=C(C=C1)C=1N(C=CC1C1=CC=C(C=C1)OC)C(CC(=O)O)C)C (3-(2-(4-carbamoyl-2-methylphenyl)-3-(4-methoxyphenyl)-1H-pyrrol-1-yl)butanoic acid). Yield: 20.7%. Reaction SMILES: [C:1]([C:3]1[CH:8]=[CH:7][C:6]([C:9]2[N:10]([CH:22]([CH3:27])[CH2:23][C:24]([OH:26])=[O:25])[CH:11]=[CH:12][C:13]=2[C:14]2[CH:19]=[CH:18][C:17]([O:20][CH3:21])=[CH:16][CH:15]=2)=[C:5]([CH3:28])[CH:4]=1)#[N:2].[OH-:29].[Na+].OO>CS(C)=O.O>[C:1]([C:3]1[CH:8]=[CH:7][C:6]([C:9]2[N:10]([CH:22]([CH3:27])[CH2:23][C:24]([OH:26])=[O:25])[CH:11]=[CH:12][C:13]=2[C:14]2[CH:19]=[CH:18][C:17]([O:20][CH3:21])=[CH:16][CH:15]=2)=[C:5]([CH3:28])[CH:4]=1)(=[O:29])[NH2:2] |f:1.2|. Procedure details: To a solution of the crude 3-(2-(4-cyano-2-methylphenyl)-3-(4-methoxyphenyl)-1H-pyrrol-1-yl)butanoic acid (120 mg) in DMSO (5 mL) was added a solution NaOH (26 mg, 0.65 mmol) in a mixture of water (0.5 mL) and H2O2 (0.33 mmol). After being stirred at room temperature for 2 hours, the mixture was purified by preparative HPLC to give 26 mg of 3-(2-(4-carbamoyl-2-methylphenyl)-3-(4-methoxyphenyl)-1H-pyrrol-1-yl)butanoic acid (yield 20% in two steps) as a grey solid. The reactants are O=C([O-])[O-], CCOC(=O)COc1ccc(S)cc1C(F)(F)F, CCOCC, CCCN(CCOS(=O)(=O)c1ccc(C)cc1)S(=O)(=O)c1sc2ccc(Cl)cc2c1C, Cl, [Cs+], [Cs+], CN(C)C=O. The product is CCCN(CCSc1ccc(OCC(=O)OCC)c(C(F)(F)F)c1)S(=O)(=O)c1sc2ccc(Cl)cc2c1C. Reaction SMILES: [C:50](=[O:51])([O-:52])[O-:53].[CH2:32]([CH3:33])[O:34][C:35]([CH2:36][O:37][c:38]1[c:39]([C:45]([F:46])([F:47])[F:48])[cH:40][c:41]([SH:44])[cH:42][cH:43]1)=[O:49].[CH3:61][CH2:62][O:63][CH2:64][CH3:65].[Cl:1][c:2]1[cH:3][c:4]2[c:5]([s:6][c:7]([S:10](=[O:11])(=[O:12])[N:13]([CH2:14][CH2:15][O:16][S:17]([c:18]3[cH:19][cH:20][c:21]([CH3:22])[cH:23][cH:24]3)(=[O:25])=[O:26])[CH2:27][CH2:28][CH3:29])[c:8]2[CH3:9])[cH:30][cH:31]1.[ClH:66].[Cs+:54].[Cs+:55].[O:56]=[CH:57][N:58]([CH3:59])[CH3:60]>>[Cl:1][c:2]1[cH:3][c:4]2[c:5]([s:6][c:7]([S:10](=[O:11])(=[O:12])[N:13]([CH2:14][CH2:15][S:44][c:41]3[cH:40][c:39]([C:45]([F:46])([F:47])[F:48])[c:38]([O:37][CH2:36][C:35]([O:34][CH2:32][CH3:33])=[O:49])[cH:43][cH:42]3)[CH2:27][CH2:28][CH3:29])[c:8]2[CH3:9])[cH:30][cH:31]1. Reactants: O=C([O-])[O-], C1CCOC1, [Cs+], [Cs+], CI, Fc1cc2c([nH]c(=S)n2Cc2ccc(-c3ccccc3)cc2)c(F)c1I. The product is CSc1nc2c(F)c(I)c(F)cc2n1Cc1ccc(-c2ccccc2)cc1. RXN SMILES: [C:3](=[O:4])([O-:5])[O-:6].[CH2:35]1[O:36][CH2:37][CH2:38][CH2:39]1.[Cs+:7].[Cs+:8].[I:1][CH3:2].[c:9]1(-[c:29]2[cH:30][cH:31][cH:32][cH:33][cH:34]2)[cH:10][cH:11][c:12]([CH2:15][n:16]2[c:17](=[S:28])[nH:18][c:19]3[c:20]2[cH:21][c:22]([F:27])[c:23]([I:26])[c:24]3[F:25])[cH:13][cH:14]1>>[CH3:2][S:28][c:17]1[n:16]([CH2:15][c:12]2[cH:11][cH:10][c:9](-[c:29]3[cH:30][cH:31][cH:32][cH:33][cH:34]3)[cH:14][cH:13]2)[c:20]2[c:19]([n:18]1)[c:24]([F:25])[c:23]([I:26])[c:22]([F:27])[cH:21]2.